Dataset: the Open Reaction Database (ORD), a public repository of structured organic reaction records. Task: describe an organic reaction: reactants, conditions, products, and yield The reactants are FC=1C(=C2C=3N(C(CO2)C)C=C(C(C3C1)=O)C(=O)O)F (9,10-difluoro-3-methyl-7-oxo-2,3-dihydro-7H-pyrido[1,2,3-de][1,4]benzoxazine-6-carboxylic acid), OC1CCNCC1 (4-hydroxypiperidine). Solvent: CS(=O)C (dimethylsulfoxide). Conditions: time 5.5 hour. Yields the product FC=1C(=C2C=3N(C(CO2)C)C=C(C(C3C1)=O)C(=O)O)N1CCC(CC1)O (9-fluoro-10-(4-hydroxy-1-piperidinyl)-3-methyl-7-oxo-2,3-dihydro-7H-pyrido[1,2,3-de][1,4]benzoxazine-6-carboxylic acid). Yield: 36.6%. RXN SMILES: [F:1][C:2]1[C:3](F)=[C:4]2[O:9][CH2:8][CH:7]([CH3:10])[N:6]3[CH:11]=[C:12]([C:17]([OH:19])=[O:18])[C:13](=[O:16])[C:14]([CH:15]=1)=[C:5]23.[OH:21][CH:22]1[CH2:27][CH2:26][NH:25][CH2:24][CH2:23]1>CS(C)=O>[F:1][C:2]1[C:3]([N:25]2[CH2:26][CH2:27][CH:22]([OH:21])[CH2:23][CH2:24]2)=[C:4]2[O:9][CH2:8][CH:7]([CH3:10])[N:6]3[CH:11]=[C:12]([C:17]([OH:19])=[O:18])[C:13](=[O:16])[C:14]([CH:15]=1)=[C:5]23. Reported procedure: 140 mg of 9,10-difluoro-3-methyl-7-oxo-2,3-dihydro-7H-pyrido[1,2,3-de][1,4]benzoxazine-6-carboxylic acid and 404 mg of 4-hydroxypiperidine were added to 2 ml of dimethylsulfoxide. The mixture was stirred at a temperature of from about 100° to 110° C. (bath temperature) for 5.5 hours and the reaction mixture was concentrated to dryness in vacuo. Water was added to the residue and the mixture was neutralized with diluted hydrochloric acid to yield precipitate. The precipitate was collected by filt... Reactants: S(=O)(=O)(C1=CC=C(C)C=C1)Cl (TsCl), [Cl-].[Li+] (lithium chloride), R-propylene oxide, C(=C)[Mg]Cl (Vinyl magnesium chloride), R-propylene oxide, C[C@H](CC=C)O (4-penten-2(R)-ol). Reagents/catalysts: [Cu]Cl (Copper(I) chloride). The solvent is C1CCOC1 (THF), C1CCOC1 (THF), C1CCOC1 (THF). Reaction conditions: temperature 0 celsius. Yields the product C1(=CC=C(C=C1)S(=O)(=O)O[C@H](C)CC=C)C ((R)-4-penten-2-yl p-toluenesulfonate). As a reaction SMILES: [Cl-].[Li+].C([Mg]Cl)=C.[S:7](Cl)([C:10]1[CH:16]=[CH:15][C:13]([CH3:14])=[CH:12][CH:11]=1)(=[O:9])=[O:8].[CH3:18][C@@H:19]([OH:23])[CH2:20][CH:21]=[CH2:22]>C1COCC1.[Cu]Cl>[C:13]1([CH3:14])[CH:15]=[CH:16][C:10]([S:7]([O:23][C@@H:19]([CH2:20][CH:21]=[CH2:22])[CH3:18])(=[O:9])=[O:8])=[CH:11][CH:12]=1 |f:0.1|. Procedure: Copper(I) chloride (645 g, 6.52 mol) and lithium chloride (550 g, 12.9 mol) were dissolved in THF (140 L) and cooled to 0° C. Vinyl magnesium chloride (349 kg, 633 mol, 16.5% in THF) was added slowly, maintaining the temperature below 5° C. The mixture was cooled to −15° C. A cooled solution of R-propylene oxide (37.8 kg, 651 mol) in THF (900 L) was added slowly, maintaining the temperature below −15° C. The reaction mixture was stirred until more than 98.5% of R-propylene oxide had been consume... Starting materials: Cl.C(C)(=O)C1(CCN(CC1)CCCC1=NOC2=C1C=CC(=C2)F)C2=CC=CC=C2 (4-acetyl-1-[3-(6-fluoro-1,2-benzisoxazol-3-yl)-propyl]-4-phenylpiperidine hydrochloride), [BH4-].[Na+] (sodium borohydride), CC(C)O (2-propanol). The solvent is CO (methanol). Product: Cl.FC1=CC2=C(C(=NO2)CCCN2CCC(CC2)(C2=CC=CC=C2)C(C)O)C=C1 (1-[3-(6-Fluoro-1,2-benzisoxazol-3-yl)propyl]-4-(1-hydroxyethyl)-4-phenylpiperidine hydrochloride). The yield is 81.7%. RXN SMILES: CC(O)C.[ClH:5].[C:6]([C:9]1([C:28]2[CH:33]=[CH:32][CH:31]=[CH:30][CH:29]=2)[CH2:14][CH2:13][N:12]([CH2:15][CH2:16][CH2:17][C:18]2[C:22]3[CH:23]=[CH:24][C:25]([F:27])=[CH:26][C:21]=3[O:20][N:19]=2)[CH2:11][CH2:10]1)(=[O:8])[CH3:7].[BH4-].[Na+]>CO>[ClH:5].[F:27][C:25]1[CH:24]=[CH:23][C:22]2[C:18]([CH2:17][CH2:16][CH2:15][N:12]3[CH2:11][CH2:10][C:9]([CH:6]([OH:8])[CH3:7])([C:28]4[CH:29]=[CH:30][CH:31]=[CH:32][CH:33]=4)[CH2:14][CH2:13]3)=[N:19][O:20][C:21]=2[CH:26]=1 |f:1.2,3.4,6.7|. Procedure details: To a mixture of 50 ml of 2-propanol and 10 ml of methanol, was added 2.8 g of 4-acetyl-1-[3-(6-fluoro-1,2-benzisoxazol-3-yl)-propyl]-4-phenylpiperidine hydrochloride and 0.76 g of sodium borohydride. After stirring at ambient temperature for twenty hrs, the mixture was evaporated. The residue was stirred with 100 ml of water for ten mins and then extracted with ether. The ether extract was washed with water (2x), saturated sodium chloride solution and dried over anhydrous magnesium sulfate. Afte... The reactants are C(C1=CC=CC=C1)C=1C=NC2=C(C=CC=C2C1C=1C=C(C=CC1)N)C(F)(F)F ({3-[3-benzyl-8-(trifluoromethyl)quinolin-4-yl]phenyl}amine), ClC1=C(C=O)C(=CC=C1Cl)Cl (2,3,6-trichlorobenzaldehyde). Product: C(C1=CC=CC=C1)C=1C=NC2=C(C=CC=C2C1C=1C=C(C=CC1)NCC1=C(C(=CC=C1Cl)Cl)Cl)C(F)(F)F ({3-[3-BENZYL-8-(TRIFLUOROMETHYL)QUINOLIN-4-YL]PHENYL}(2,3,6-TRICHLOROBENZYL)AMINE). RXN SMILES: [CH2:1]([C:8]1[CH:9]=[N:10][C:11]2[C:16]([C:17]=1[C:18]1[CH:19]=[C:20]([NH2:24])[CH:21]=[CH:22][CH:23]=1)=[CH:15][CH:14]=[CH:13][C:12]=2[C:25]([F:28])([F:27])[F:26])[C:2]1[CH:7]=[CH:6][CH:5]=[CH:4][CH:3]=1.[Cl:29][C:30]1[C:37]([Cl:38])=[CH:36][CH:35]=[C:34]([Cl:39])[C:31]=1[CH:32]=O>>[CH2:1]([C:8]1[CH:9]=[N:10][C:11]2[C:16]([C:17]=1[C:18]1[CH:19]=[C:20]([NH:24][CH2:32][C:31]3[C:34]([Cl:39])=[CH:35][CH:36]=[C:37]([Cl:38])[C:30]=3[Cl:29])[CH:21]=[CH:22][CH:23]=1)=[CH:15][CH:14]=[CH:13][C:12]=2[C:25]([F:28])([F:26])[F:27])[C:2]1[CH:3]=[CH:4][CH:5]=[CH:6][CH:7]=1. Procedure details: The title compound was prepared from {3-[3-benzyl-8-(trifluoromethyl)quinolin-4-yl]phenyl}amine and 2,3,6-trichlorobenzaldehyde according to the procedure of step 1, Example 66. MS (ESI) m/z 571. Reactants: ClC1=CC=C(CN2C(C(=CC=C2)O)=O)C=C1 (1-(4-chlorobenzyl)-3-hydroxypyridin-2(1H)-one), N1(CCNCC1)C(=O)OC(C)(C)C (tert-butyl piperazine-1-carboxylate), ( 2 ), C=O (formaldehyde), C(C)(=O)O (acetic acid). The solvent is C(C)O (ethanol). Reaction conditions: temperature 50 celsius. Yields the product ClC1=CC=C(CN2C(C(=C(C=C2)CN2CCN(CC2)C(=O)OC(C)(C)C)O)=O)C=C1 (tert-butyl 4-((1-(4-chlorobenzyl)-3-hydroxy-2-oxo-1,2-dihydropyridin-4-yl)methyl)piperazine-1-carboxylate). Yield: 83.9%. RXN SMILES: [Cl:1][C:2]1[CH:16]=[CH:15][C:5]([CH2:6][N:7]2[CH:12]=[CH:11][CH:10]=[C:9]([OH:13])[C:8]2=[O:14])=[CH:4][CH:3]=1.[N:17]1([C:23]([O:25][C:26]([CH3:29])([CH3:28])[CH3:27])=[O:24])[CH2:22][CH2:21][NH:20][CH2:19][CH2:18]1.C=O.[C:32](O)(=O)C>C(O)C>[Cl:1][C:2]1[CH:3]=[CH:4][C:5]([CH2:6][N:7]2[CH:12]=[CH:11][C:10]([CH2:32][N:20]3[CH2:21][CH2:22][N:17]([C:23]([O:25][C:26]([CH3:29])([CH3:28])[CH3:27])=[O:24])[CH2:18][CH2:19]3)=[C:9]([OH:13])[C:8]2=[O:14])=[CH:15][CH:16]=1. Procedure details: to a nitrogen purged 2-L round bottom flask equipped with a mechanical stirrer, upright condenser, and thermometer was charged 1-(4-chlorobenzyl)-3-hydroxypyridin-2(1H)-one (1) (50.0 g, 0.21 mol, 1 equiv.), tert-butyl piperazine-1-carboxylate, (2) (79.0 g, 0.42 mol, 2 equiv.) [CAS No. 57260-71-6] and ethanol (750 mL, 15 parts v/w). The solution was stirred and 37% aqueous formaldehyde (34.7 mL, 0.47 mol, 2.2 equiv.) and acetic acid (36.4 mL, 0.64 mol, 3 equiv.) were added and the solution stirre... Reactants: CS(=O)(=O)CCC(=O)O (3-(methylsulfonyl)propanoic acid), C(=O)(N1C=NC=C1)N1C=NC=C1 (1,1′-carbonyldiimidazole), S(=O)(=O)(O)C1=CC=C(C)C=C1.S(=O)(=O)(O)C1=CC=C(C)C=C1.C(C1=CC=CC=C1)N1C[C@H]([C@@H](C1)F)N ((3R,4R)-1-benzyl-4-fluoropyrrolidin-3-amine bis-tosylate). Solvent: C(C)#N (acetonitrile). Conditions: temperature 20 celsius, time 12 hour. Yields the product C(C1=CC=CC=C1)N1C[C@H]([C@@H](C1)F)NC(CCS(=O)(=O)C)=O (N-((3R,4R)-1-benzyl-4-fluoropyrrolidin-3-yl)-3-(methylsulfonyl)propanamide). As a reaction SMILES: C(N1C=CN=C1)(N1C=CN=C1)=O.[CH3:13][S:14]([CH2:17][CH2:18][C:19]([OH:21])=O)(=[O:16])=[O:15].S(C1C=CC(C)=CC=1)(O)(=O)=O.S(C1C=CC(C)=CC=1)(O)(=O)=O.[CH2:44]([N:51]1[CH2:55][C@@H:54]([F:56])[C@H:53]([NH2:57])[CH2:52]1)[C:45]1[CH:50]=[CH:49][CH:48]=[CH:47][CH:46]=1>C(#N)C>[CH2:44]([N:51]1[CH2:55][C@@H:54]([F:56])[C@H:53]([NH:57][C:19](=[O:21])[CH2:18][CH2:17][S:14]([CH3:13])(=[O:16])=[O:15])[CH2:52]1)[C:45]1[CH:46]=[CH:47][CH:48]=[CH:49][CH:50]=1 |f:2.3.4|. Reported procedure: A suspension of 1,1′-carbonyldiimidazole (73.0 g, 441 mmol, 1.1 eq) in acetonitrile (3.3 L) was stirred at 20° C. until a clear solution was obtained. 3-(methylsulfonyl)propanoic acid (67.0 g, 440 mmol, 1.1 eq) was then added and the mixture was stirred at 25° C. for 3 hr. (3R,4R)-1-benzyl-4-fluoropyrrolidin-3-amine bis-tosylate (220 g, 400 mmol, 1.0 eq) was added and the mixture was stirred at 25° C. for 16 hr resulting in a fine white slurry. The solids were filtered off and the byproduct cake... Starting materials: COc1ccccc1Sc1ccc(-c2ccnc(Cl)c2)cc1C(F)(F)F, O=C(O)C1CCCN1, OC1CCNC1. Product: COc1ccccc1Sc1ccc(-c2ccnc(N3CCCC3C(=O)O)c2)cc1C(F)(F)F. RXN SMILES: [Cl:1][c:2]1[n:3][cH:4][cH:5][c:6](-[c:8]2[cH:9][c:10]([C:23]([F:24])([F:25])[F:26])[c:11]([S:14][c:15]3[c:16]([O:21][CH3:22])[cH:17][cH:18][cH:19][cH:20]3)[cH:12][cH:13]2)[cH:7]1.[NH:33]1[CH:34]([C:35](=[O:36])[OH:37])[CH2:38][CH2:39][CH2:40]1.[OH:27][CH:28]1[CH2:29][CH2:30][NH:31][CH2:32]1>>[c:2]1([N:33]2[CH:34]([C:35](=[O:36])[OH:37])[CH2:38][CH2:39][CH2:40]2)[n:3][cH:4][cH:5][c:6](-[c:8]2[cH:9][c:10]([C:23]([F:24])([F:25])[F:26])[c:11]([S:14][c:15]3[c:16]([O:21][CH3:22])[cH:17][cH:18][cH:19][cH:20]3)[cH:12][cH:13]2)[cH:7]1. Reactants: [N+](=O)([O-])C=1C(=CC=C2C=CC=NC12)C(O)C1=CC=CC=C1 ((8-nitro-quinolin-7-yl)-phenyl-methanol), [N+](=O)([O-])C=1C(=CC=C2C=CC=NC12)C(O)C1=CC=CC=C1 ((8-nitro-quinolin-7-yl)-phenyl-methanol). The reagents and catalysts are [Pd] (Palladium on Carbon). Run in CO (MeOH), CCO (EtOH). Conditions: time 1.5 hour. The product is NC=1C(=CC=C2C=CC=NC12)C(O)C1=CC=CC=C1 ((8-Amino-quinolin-7-yl)-phenyl-methanol). The yield is 99.4%. RXN SMILES: [N+:1]([C:4]1[C:5]([CH:14]([C:16]2[CH:21]=[CH:20][CH:19]=[CH:18][CH:17]=2)[OH:15])=[CH:6][CH:7]=[C:8]2[C:13]=1[N:12]=[CH:11][CH:10]=[CH:9]2)([O-])=O>[Pd].CCO.CO>[NH2:1][C:4]1[C:5]([CH:14]([C:16]2[CH:17]=[CH:18][CH:19]=[CH:20][CH:21]=2)[OH:15])=[CH:6][CH:7]=[C:8]2[C:13]=1[N:12]=[CH:11][CH:10]=[CH:9]2. Procedure: Palladium on Carbon (10%, 38 mg) was added to a solution of (8-nitro-quinolin-7-yl)-phenyl-methanol (Intermediate 214) (500 mg, 1.78 mmol) in EtOH (20 ml) and the mixture was stirred under an atmosphere of hydrogen for 1.5 h. The mixture was diluted with MeOH (40 ml), filtered through celite and the filtrate was concentrated in vacuo to give the title compound (443 mg, 99%). Reactants: CCOC(=O)C(C)c1ccc2nc(NC(=O)OC(C)(C)C)sc2c1, C1CCOC1, CC(=O)O, [Na+], [OH-], O. Product: CC(C(=O)O)c1ccc2nc(NC(=O)OC(C)(C)C)sc2c1. RXN SMILES: [CH2:1]([CH3:2])[O:3][C:4]([CH:5]([CH3:6])[c:7]1[cH:8][c:9]2[c:10]([n:11][c:12]([NH:14][C:15](=[O:16])[O:17][C:18]([CH3:19])([CH3:20])[CH3:21])[s:13]2)[cH:22][cH:23]1)=[O:24].[CH2:31]1[O:32][CH2:33][CH2:34][CH2:35]1.[CH3:27][C:28](=[O:29])[OH:30].[Na+:26].[OH-:25].[OH2:36]>>[O:3]=[C:4]([CH:5]([CH3:6])[c:7]1[cH:8][c:9]2[c:10]([n:11][c:12]([NH:14][C:15](=[O:16])[O:17][C:18]([CH3:19])([CH3:20])[CH3:21])[s:13]2)[cH:22][cH:23]1)[OH:24]. The reactants are N#N.CC1=CC=C2C=CC(=CC2=C1)S(=O)(=O)N[C@@H](CCCNC(N)=N)C(=O)O (N2 (7-methyl-2-naphthalenesulfonyl)-L-arginine), S(=O)(Cl)Cl (thionyl chloride), C(C)OCC (diethyl ether). Conditions: time 2 hour. Product: N#N.Cl.CC1=CC=C2C=CC(=CC2=C1)S(=O)(=O)N[C@@H](CCCNC(N)=N)C(=O)Cl (N2 (7-methyl-2-naphthalenesulfonyl)-L-arginyl chloride hydrochloride). RXN SMILES: [N:1]#[N:2].[CH3:3][C:4]1[CH:13]=[C:12]2[C:7]([CH:8]=[CH:9][C:10]([S:14]([NH:17][C@H:18]([C:26]([OH:28])=O)[CH2:19][CH2:20][CH2:21][NH:22][C:23](=[NH:25])[NH2:24])(=[O:16])=[O:15])=[CH:11]2)=[CH:6][CH:5]=1.C(OCC)C.S(Cl)([Cl:36])=O>>[N:1]#[N:2].[ClH:36].[CH3:3][C:4]1[CH:13]=[C:12]2[C:7]([CH:8]=[CH:9][C:10]([S:14]([NH:17][C@H:18]([C:26]([Cl:36])=[O:28])[CH2:19][CH2:20][CH2:21][NH:22][C:23](=[NH:25])[NH2:24])(=[O:16])=[O:15])=[CH:11]2)=[CH:6][CH:5]=1 |f:0.1,4.5.6|. Procedure: A suspension of 2.5 g of N2 -(7-methyl-2-naphthalenesulfonyl)-L-arginine in 20 ml of thionyl chloride was stirred for 2 hours at room temperature. Addition of cold dry diethyl ether resulted in a precipitate which was collected by filtration and washed several times with dry diethyl ether to give N2 -(7-methyl-2-naphthalenesulfonyl)-L-arginyl chloride hydrochloride.